Task: describe an organic reaction: reactants, conditions, products, and yield. Dataset: the Open Reaction Database (ORD), a public repository of structured organic reaction records Starting materials: O1C(=NC2=C1C=CC=C2)NC2=C(C=C(C=C2)CC(=O)OC(C)(C)C)C (tert-butyl (4-(2-benzoxazolyl)amino-3-methylphenyl)acetate), FC(C(=O)O)(F)F (trifluoroacetic acid). Run in C(Cl)Cl (methylene chloride), ice water. Conditions: time 20 hour. Yields the product O1C(=NC2=C1C=CC=C2)NC2=C(C=C(C=C2)CC(=O)O)C ((4-(2-benzoxazolyl)amino-3-methylphenyl)acetic acid). The yield is 94.6%. As a reaction SMILES: [O:1]1[C:5]2[CH:6]=[CH:7][CH:8]=[CH:9][C:4]=2[N:3]=[C:2]1[NH:10][C:11]1[CH:16]=[CH:15][C:14]([CH2:17][C:18]([O:20]C(C)(C)C)=[O:19])=[CH:13][C:12]=1[CH3:25].FC(F)(F)C(O)=O>C(Cl)Cl>[O:1]1[C:5]2[CH:6]=[CH:7][CH:8]=[CH:9][C:4]=2[N:3]=[C:2]1[NH:10][C:11]1[CH:16]=[CH:15][C:14]([CH2:17][C:18]([OH:20])=[O:19])=[CH:13][C:12]=1[CH3:25]. Procedure: In methylene chloride (10 ml) was dissolved tert-butyl (4-(2-benzoxazolyl)amino-3-methylphenyl)acetate (1.17 g, 3.46 mmol). To the resulting solution was added trifluoroacetic acid (10 ml). The resulting mixture was stirred at room temperature for 20 hours. The reaction mixture was poured in ice water, followed by extraction with ethyl acetate. The extract was washed with saturated brine, dried over anhydrous sodium sulfate, and distilled under reduced pressure to remove the solvent. The residue... Starting materials: [NH4+].[Cl-] (NH4Cl), C1(=CC=CC=C1)CCCBr (3-phenylpropyl bromide), [Mg] (magnesium), C1(=CC=CC=C1)CCCBr (3-phenylpropyl bromide), C(C)=O (acetaldehyde). Run in C(C)OCC (diethyl ether), C(C)OCC (diethyl ether), C(C)OCC (diethyl ether), CCOCC (ether). Conditions: temperature -78 celsius, time 2 hour. Product: C1(=CC=CC=C1)CCCC(C)O (5-Phenylpentan-2-ol). RXN SMILES: [C:1]1([CH2:7][CH2:8][CH2:9]Br)[CH:6]=[CH:5][CH:4]=[CH:3][CH:2]=1.[Mg].[CH:12](=[O:14])[CH3:13].[NH4+].[Cl-]>C(OCC)C>[C:1]1([CH2:7][CH2:8][CH2:9][CH:12]([OH:14])[CH3:13])[CH:6]=[CH:5][CH:4]=[CH:3][CH:2]=1 |f:3.4|. Procedure: In one portion, 3.6 ml (4.72 g, 23.7 mmol) of 3-phenylpropyl bromide are added to a suspension of 5.2 g (213 mmol) of magnesium in 30 ml of diethyl ether. A further 30 ml (39.3 g, 197 mmol) of 3-phenylpropyl bromide are added dropwise at such a rate that constant reflux is maintained. After the addition has ended, the mixture is diluted with 100 ml of diethyl ether and refluxed for 30 min. The mixture is diluted with a further 80 ml of diethyl ether and cooled to −78° C. A solution, of a tempera...